This data is from the Open Reaction Database (ORD), a public repository of structured organic reaction records. The task is: describe an organic reaction: reactants, conditions, products, and yield Reported procedure: To a solution of 1-benzyloxycarbonyl-5-chloro-3-formylindol (2.00 g) in methanol (13 ml) was added sodium borohydride (241 mg) at 0° C. After the mixture was stirred for 15 minutes at the same temperature, ice water was added to the mixture. Potassium carbonate was added to make the mixture saturate. The whole was extracted with ether and the extract was dried over magnesium sulfate. Concentration of the mixture gave a residue, to which hexane was added. 1-benzyloxycarbonyl-5-chloro-3-hydroxymet... Isolated yield 89.4%. The solvent is CO (methanol). The reactants are C([O-])([O-])=O.[K+].[K+] (Potassium carbonate), CCCCCC (hexane), C(C1=CC=CC=C1)OC(=O)N1C=C(C2=CC(=CC=C12)Cl)C=O (1-benzyloxycarbonyl-5-chloro-3-formylindol), [BH4-].[Na+] (sodium borohydride), ice water. Product: C(C1=CC=CC=C1)OC(=O)N1C=C(C2=CC(=CC=C12)Cl)CO (1-benzyloxycarbonyl-5-chloro-3-hydroxymethylindol). Reaction SMILES: [CH2:1]([O:8][C:9]([N:11]1[C:19]2[C:14](=[CH:15][C:16]([Cl:20])=[CH:17][CH:18]=2)[C:13]([CH:21]=[O:22])=[CH:12]1)=[O:10])[C:2]1[CH:7]=[CH:6][CH:5]=[CH:4][CH:3]=1.[BH4-].[Na+].C(=O)([O-])[O-].[K+].[K+].CCCCCC>CO>[CH2:1]([O:8][C:9]([N:11]1[C:19]2[C:14](=[CH:15][C:16]([Cl:20])=[CH:17][CH:18]=2)[C:13]([CH2:21][OH:22])=[CH:12]1)=[O:10])[C:2]1[CH:7]=[CH:6][CH:5]=[CH:4][CH:3]=1 |f:1.2,3.4.5|. The reactants are [N+](=O)(O)[O-] (nitric acid), NC1=NC=C(C=C1)Br (2-amino-5-bromopyridine), Cl (hydrochloric acid), C([O-])(O)=O.[Na+] (sodium bicarbonate), BrCC(OCC)OCC (2-Bromo-1,1-diethoxy-ethane), amine, Cl[Sn]Cl (SnCl2), S(O)(O)(=O)=O (sulfuric acid), BrC=1C(=CC(=NC1)N)[N+](=O)[O-] (5-Bromo-4-nitro-pyridin-2-ylamine). Yields the product BrC=1C=C(C=2N(C1)C=CN2)N (6-Bromo-imidazo[1,2-a]pyridin-8-ylamine). RXN SMILES: [NH2:1][C:2]1[CH:7]=[CH:6][C:5]([Br:8])=[CH:4][N:3]=1.[N+]([O-])(O)=O.S(=O)(=O)(O)O.Cl[Sn]Cl.BrC1C([N+]([O-])=O)=CC(N)=[N:26]C=1.BrCC(O[CH2:39][CH3:40])OCC.Cl.C(=O)(O)[O-].[Na+]>>[Br:8][C:5]1[CH:6]=[C:7]([NH2:26])[C:2]2[N:3]([CH:39]=[CH:40][N:1]=2)[CH:4]=1 |f:7.8|. Reported procedure: Treatment of the starting 2-amino-5-bromopyridine 86 with nitric acid and sulfuric acid introduces a nitro group, which is converted to an amine by a reaction with SnCl2. Treatment of this 5-Bromo-4-nitro-pyridin-2-ylamine 90 with 2-Bromo-1,1-diethoxy-ethane 89 in the presence of hydrochloric acid followed by sodium bicarbonate yields 6-Bromo-imidazo[1,2-a]pyridin-8-ylamine 91. The amino group is acetylated by treating it with acetyl chloride in the presence of pyridine, which upon addition of t... Starting materials: CC(C)(C=1C=NC(=CC1)C(F)(F)F)N (1-methyl-1-(6-trifluoromethyl-pyridin-3-yl)-ethylamine), FC(C(=O)O)(F)F (trifluoroacetic acid), C(C)(=O)O (acetic acid), C1(=CC=CC=C1)[C@@H](C)NC=1C(N([C@H](C1)C1=CC(=CC=C1)OC1CC1)C1=CC=C(C=C1)C(F)(F)F)=O ((R)-3-((R)-1-phenyl-ethylamino)-5-(3-cyclopropoxy-phenyl)-1-(4-trifluoromethyl-phenyl)-1,5-dihydro-pyrrol-2-one), C1(CC1)OC=1C=C(C=CC1)[C@H]1CC(C(N1C1=CC=C(C=C1)C(F)(F)F)=O)=O ((R)-5-(3-cyclopropoxy-phenyl)-1-(4-trifluoromethyl-phenyl)-pyrrolidine-2,3-dione). Run in C1(=CC=CC=C1)C (toluene), C1(=CC=CC=C1)C (toluene), O (water). Conditions: time 60 minute. The product is CC(C)(C=1C=NC(=CC1)C(F)(F)F)NC=1C(N([C@H](C1)C1=CC(=CC=C1)OC1CC1)C1=CC=C(C=C1)C(F)(F)F)=O ((R)-3-[1-methyl-1-(6-trifluoromethyl-pyridin-3-yl)-ethylamino]-5-(3-cyclopropoxy-phenyl)-1-(4-trifluoromethyl-phenyl)-1,5-dihydro-pyrrol-2-one). Reaction SMILES: FC(F)(F)C(O)=O.C1([C@H](N[C:17]2[C:18](=[O:42])[N:19]([C:32]3[CH:37]=[CH:36][C:35]([C:38]([F:41])([F:40])[F:39])=[CH:34][CH:33]=3)[C@@H:20]([C:22]3[CH:27]=[CH:26][CH:25]=[C:24]([O:28][CH:29]4[CH2:31][CH2:30]4)[CH:23]=3)[CH:21]=2)C)C=CC=CC=1.C1(OC2C=C([C@@H]3N(C4C=CC(C(F)(F)F)=CC=4)C(=O)C(=O)C3)C=CC=2)CC1.[CH3:70][C:71]([NH2:83])([C:73]1[CH:74]=[N:75][C:76]([C:79]([F:82])([F:81])[F:80])=[CH:77][CH:78]=1)[CH3:72].C(O)(=O)C>C1(C)C=CC=CC=1.O>[CH3:72][C:71]([NH:83][C:17]1[C:18](=[O:42])[N:19]([C:32]2[CH:33]=[CH:34][C:35]([C:38]([F:41])([F:39])[F:40])=[CH:36][CH:37]=2)[C@@H:20]([C:22]2[CH:27]=[CH:26][CH:25]=[C:24]([O:28][CH:29]3[CH2:31][CH2:30]3)[CH:23]=2)[CH:21]=1)([C:73]1[CH:74]=[N:75][C:76]([C:79]([F:81])([F:82])[F:80])=[CH:77][CH:78]=1)[CH3:70]. Procedure details: Add trifluoroacetic acid (1.5 mL, 20 mmol) to a mixture of (R)-3-((R)-1-phenyl-ethylamino)-5-(3-cyclopropoxy-phenyl)-1-(4-trifluoromethyl-phenyl)-1,5-dihydro-pyrrol-2-one (1.92 g, 4.01 mmol) in toluene (10 mL) and water (4 mL). Stir at ambient temperature for 60 min. Observe significant formation of (R)-5-(3-cyclopropoxy-phenyl)-1-(4-trifluoromethyl-phenyl)-pyrrolidine-2,3-dione. LCMS, Ret. time=4.14 min., Method 3, MS (m/z): 376.0 (M+), 374.0 (M−1). Add a solution of 1-methyl-1-(6-trifluorometh... The reactants are CCO, [H][H], O=C1CCCN1c1cccc([N+](=O)[O-])c1. Product: Nc1cccc(N2CCCC2=O)c1. Reaction SMILES: [CH3:18][CH2:19][OH:20].[H:16][H:17].[N+:1]([O-:2])(=[O:3])[c:4]1[cH:5][c:6]([N:10]2[C:11](=[O:15])[CH2:12][CH2:13][CH2:14]2)[cH:7][cH:8][cH:9]1>>[NH2:1][c:4]1[cH:5][c:6]([N:10]2[C:11](=[O:15])[CH2:12][CH2:13][CH2:14]2)[cH:7][cH:8][cH:9]1. Reactants: C(C)(C)N(C(C)C)CC (N,N-diisopropylethylamine), [Si](C)(C)(C(C)(C)C)O[C@H](C)[C@@H]1[C@H]2CC(CC=C(N2C1=O)C(=O)OCC1=CC=C(C=C1)[N+](=O)[O-])=O (4-nitrobenzyl (7R,8S)-8-[(1R)-1-(tert-butyldimethylsilyloxy)ethyl]-5,9-dioxo-1-azabicyclo[5.2.0]non-2-ene-2-carboxylate), FC(S(=O)(=O)OS(=O)(=O)C(F)(F)F)(F)F (trifluoromethanesulfonic anhydride), C(C)(C)N(C(C)C)CC (N,N-diisopropylethylamine). Solvent: C(C)#N (acetonitrile). Run at temperature -40 celsius, time 5 minute. The product is [Si](C)(C)(C(C)(C)C)O[C@H](C)[C@@H]1[C@H]2CC(=CC=C(N2C1=O)C(=O)OCC1=CC=C(C=C1)[N+](=O)[O-])SC (4-nitrobenzyl (7R,8S)-8-[(1R)-1-(tert-butyldimethylsilyloxy)ethyl]5-methylthio-9-oxo-1-azabicyclo[5.2.0]non-2,4-diene-2-carboxylate). Isolated yield 48.7%. As a reaction SMILES: [Si:1]([O:8][C@@H:9]([C@H:11]1[C:19](=[O:20])[N:18]2[C@@H:12]1[CH2:13][C:14](=O)[CH2:15][CH:16]=[C:17]2[C:21]([O:23][CH2:24][C:25]1[CH:30]=[CH:29][C:28]([N+:31]([O-:33])=[O:32])=[CH:27][CH:26]=1)=[O:22])[CH3:10])([C:4]([CH3:7])([CH3:6])[CH3:5])([CH3:3])[CH3:2].C(N(CC)C(C)C)(C)C.F[C:45](F)(F)[S:46](OS(C(F)(F)F)(=O)=O)(=O)=O>C(#N)C>[Si:1]([O:8][C@@H:9]([C@H:11]1[C:19](=[O:20])[N:18]2[C@@H:12]1[CH2:13][C:14]([S:46][CH3:45])=[CH:15][CH:16]=[C:17]2[C:21]([O:23][CH2:24][C:25]1[CH:30]=[CH:29][C:28]([N+:31]([O-:33])=[O:32])=[CH:27][CH:26]=1)=[O:22])[CH3:10])([C:4]([CH3:7])([CH3:6])[CH3:5])([CH3:3])[CH3:2]. Procedure: To a solution of 4-nitrobenzyl (7R,8S)-8-[(1R)-1-(tert-butyldimethylsilyloxy)ethyl]-5,9-dioxo-1-azabicyclo[5.2.0]non-2-ene-2-carboxylate (1.5 g, 3.07 mmol) in acetonitrile (15 ml) was added at 0° C. N,N-diisopropylethylamine (1.1 ml, 6.45 mmol). The reaction mixture was cooled at -40° C. and trifluoromethanesulfonic anhydride (0.57 ml; 3.38 mmol) was added. After 5 minutes, further N,N-diisopropylethylamine (1.1 ml, 6.45 mmol) was added to the reaction mixture. Methylmercaptan was then bubbled t... The reactants are CC#N, Cl[Cu]Cl, Cl, CC(C)CCON=O, N#Cc1c(N)nc(SCc2csc(-c3ccc(Cl)cc3)n2)c(C#N)c1-c1ccc(OCCO)cc1. Product: N#Cc1c(Cl)nc(SCc2csc(-c3ccc(Cl)cc3)n2)c(C#N)c1-c1ccc(OCCO)cc1. Reaction SMILES: [CH3:45][C:46]#[N:47].[Cl:48][Cu:49][Cl:50].[ClH:44].[N:36]([O:37][CH2:38][CH2:39][CH:40]([CH3:41])[CH3:42])=[O:43].[NH2:1][c:2]1[n:3][c:4]([S:22][CH2:23][c:24]2[n:25][c:26](-[c:29]3[cH:30][cH:31][c:32]([Cl:35])[cH:33][cH:34]3)[s:27][cH:28]2)[c:5]([C:20]#[N:21])[c:6](-[c:10]2[cH:11][cH:12][c:13]([O:16][CH2:17][CH2:18][OH:19])[cH:14][cH:15]2)[c:7]1[C:8]#[N:9]>>[c:2]1([Cl:44])[n:3][c:4]([S:22][CH2:23][c:24]2[n:25][c:26](-[c:29]3[cH:30][cH:31][c:32]([Cl:35])[cH:33][cH:34]3)[s:27][cH:28]2)[c:5]([C:20]#[N:21])[c:6](-[c:10]2[cH:11][cH:12][c:13]([O:16][CH2:17][CH2:18][OH:19])[cH:14][cH:15]2)[c:7]1[C:8]#[N:9]. Reaction SMILES: [F:1][C:2]1[CH:3]=[CH:4][C:5]2[N:6]([C:8]([CH3:25])=[C:9]([NH:11][S:12]([C:15]3[CH:24]=[CH:23][C:18]([C:19]([O:21][CH3:22])=[O:20])=[CH:17][CH:16]=3)(=[O:14])=[O:13])[N:10]=2)[CH:7]=1.C([O-])([O-])=O.[K+].[K+].[F:32][C:33]([F:44])([F:43])[O:34][C:35]1[CH:42]=[CH:41][C:38]([CH2:39]Br)=[CH:37][CH:36]=1>CN(C=O)C>[F:1][C:2]1[CH:3]=[CH:4][C:5]2[N:6]([C:8]([CH3:25])=[C:9]([N:11]([CH2:39][C:38]3[CH:41]=[CH:42][C:35]([O:34][C:33]([F:32])([F:43])[F:44])=[CH:36][CH:37]=3)[S:12]([C:15]3[CH:24]=[CH:23][C:18]([C:19]([O:21][CH3:22])=[O:20])=[CH:17][CH:16]=3)(=[O:14])=[O:13])[N:10]=2)[CH:7]=1 |f:1.2.3|. Reactants: FC=1C=CC=2N(C1)C(=C(N2)NS(=O)(=O)C2=CC=C(C(=O)OC)C=C2)C (Methyl 4-(N-(6-fluoro-3-methylimidazo[1,2-a]pyridin-2-yl)sulfamoyl)benzoate), C(=O)([O-])[O-].[K+].[K+] (K2CO3), FC(OC1=CC=C(CBr)C=C1)(F)F (4-trifluoromethoxybenzyl bromide). Reaction conditions: time 18 hour. Solvent: CN(C)C=O (DMF), CN(C)C=O (DMF). Procedure: A mixture of compound 6-E (0.300 g, 0.75 mmol) and K2CO3 (0.218 g, 1.58 mmol) in DMF (5 mL) was cooled in an ice bath and treated with a solution of 4-trifluoromethoxybenzyl bromide (0.132 mL, 0.83 mmol) in DMF (1 mL) and stirred at ambient temperature for 18 hours. The solution was partitioned between EtOAc and water, and the organic phase was separated, washed with water (3×) then brine and dried over sodium sulfate. The solvent was evaporated in vacuo, and the residue was pre-absorbed on sili... Product: FC=1C=CC=2N(C1)C(=C(N2)N(S(=O)(=O)C2=CC=C(C(=O)OC)C=C2)CC2=CC=C(C=C2)OC(F)(F)F)C (Methyl 4-(N-(6-fluoro-3-methylimidazo[1,2-a]pyridin-2-yl)-N-(4-(trifluoromethoxy)benzyl)sulfamoyl)benzoate). Reactants: CCOC(=O)C(C)(C)n1cnc(-c2cccnc2)c1, CC(C)C[Al+]CC(C)C, CO, CCOC(C)=O, ClCCl, [H-]. Product: CC(C)(C=O)n1cnc(-c2cccnc2)c1. As a reaction SMILES: [CH2:1]([O:3][C:4](=[O:2])[C:5]([CH3:6])([n:7]1[cH:8][n:9][c:10](-[c:12]2[cH:13][n:14][cH:15][cH:16][cH:17]2)[cH:11]1)[CH3:18])[CH3:19].[CH2:21]([Al+:22][CH2:23][CH:24]([CH3:25])[CH3:26])[CH:27]([CH3:28])[CH3:29].[CH3:30][OH:31].[CH3:32][CH2:33][O:34][C:35](=[O:36])[CH3:37].[Cl:38][CH2:39][Cl:40].[H-:20]>>[O:3]=[CH:4][C:5]([CH3:6])([n:7]1[cH:8][n:9][c:10](-[c:12]2[cH:13][n:14][cH:15][cH:16][cH:17]2)[cH:11]1)[CH3:18].